From a dataset of the Open Reaction Database (ORD), a public repository of structured organic reaction records. describe an organic reaction: reactants, conditions, products, and yield Reactants: Cc1cc(O)c(Br)c(=O)n1Cc1ccccc1, OCc1ccc(F)cc1F, CCOC(=O)N=NC(=O)OCC, CN(C)C=O, c1ccc(P(c2ccccc2)c2ccccc2)cc1. The product is Cc1cc(OCc2ccc(F)cc2F)c(Br)c(=O)n1Cc1ccccc1. RXN SMILES: [CH2:32]([c:33]1[cH:34][cH:35][cH:36][cH:37][cH:38]1)[n:39]1[c:40](=[O:48])[c:41]([Br:47])[c:42]([OH:46])[cH:43][c:44]1[CH3:45].[F:49][c:50]1[c:51]([CH2:52][OH:53])[cH:54][cH:55][c:56]([F:58])[cH:57]1.[O:20]=[C:21]([O:22][CH2:23][CH3:24])[N:25]=[N:26][C:27]([O:28][CH2:29][CH3:30])=[O:31].[O:59]=[CH:60][N:61]([CH3:62])[CH3:63].[c:1]1([P:2]([c:3]2[cH:4][cH:5][cH:6][cH:7][cH:8]2)[c:9]2[cH:10][cH:11][cH:12][cH:13][cH:14]2)[cH:15][cH:16][cH:17][cH:18][cH:19]1>>[CH2:32]([c:33]1[cH:34][cH:35][cH:36][cH:37][cH:38]1)[n:39]1[c:40](=[O:48])[c:41]([Br:47])[c:42]([O:46][CH2:52][c:51]2[c:50]([F:49])[cH:57][c:56]([F:58])[cH:55][cH:54]2)[cH:43][c:44]1[CH3:45]. The product is C(C)(C)(C)OC(=O)N1CC(=CCC1)C1=NC(=NO1)NC (1-t-Butyloxycarbonyl-3-(3-methylamino-1,2,4-oxadiazol-5-yl)-1,2,5,6-tetrahydropyridine). Conditions: temperature 50 celsius, time 1 hour. Reported procedure: N-Methyl-hydroxyguanidine sulphate (17.0 g, 0.061 mol) was stirred with 4A molecular sieves (20 g) in ethanol (80 mL) under a nitrogen atmosphere for 2 hours. Sodium (2.8 g, 0.122 mol) was added in portions then the mixture was stirred at 50° C. for 1 hour. A solution of methyl 1-t-butyloxycarbonyl-1,2,5,6-tetrahydropyridine-3-carboxylate (3.0 g, 0.012 mol) in ethanol (40 mL) was added and the reaction mixture was stirred whilst heating under reflux for 4 hours. The mixture was cooled, filtered,... Run in O (Water), C(C)O (ethanol), C(C)O (ethanol). Starting materials: C(C)(C)(C)OC(=O)N1CC(=CCC1)C(=O)OC (methyl 1-t-butyloxycarbonyl-1,2,5,6-tetrahydropyridine-3-carboxylate), CC(C)([O-])C.[K+] (potassium t-butoxide), S(=O)(=O)(O)O.CN(C(=N)N)O (N-Methyl-hydroxyguanidine sulphate), 4A, [Na] (Sodium). Reaction SMILES: S(O)(O)(=O)=O.[CH3:6][N:7](O)[C:8]([NH2:10])=[NH:9].[Na].[C:13]([O:17][C:18]([N:20]1[CH2:25][CH2:24][CH:23]=[C:22]([C:26]([O:28]C)=O)[CH2:21]1)=[O:19])([CH3:16])([CH3:15])[CH3:14].CC(C)([O-])C.[K+]>C(O)C.O>[C:13]([O:17][C:18]([N:20]1[CH2:25][CH2:24][CH:23]=[C:22]([C:26]2[O:28][N:10]=[C:8]([NH:7][CH3:6])[N:9]=2)[CH2:21]1)=[O:19])([CH3:16])([CH3:15])[CH3:14] |f:0.1,4.5,^1:11|. The yield is 32.7%.